This data is from the Open Reaction Database (ORD), a public repository of structured organic reaction records. The task is: describe an organic reaction: reactants, conditions, products, and yield Reactants: CC(C)(C)OC(=O)Nc1ccc(OC2CCN(C(=O)OC(C)(C)C)CC2)cc1, CC(C)=CCBr, CC(C)=O, [K+], [OH-], O. The product is CC(C)=CCN(C(=O)OC(C)(C)C)c1ccc(OC2CCN(C(=O)OC(C)(C)C)CC2)cc1. Reaction SMILES: [C:1]([CH3:2])([CH3:3])([CH3:4])[O:5][C:6](=[O:7])[N:8]1[CH2:9][CH2:10][CH:11]([O:14][c:15]2[cH:16][cH:17][c:18]([NH:21][C:22](=[O:23])[O:24][C:25]([CH3:26])([CH3:27])[CH3:28])[cH:19][cH:20]2)[CH2:12][CH2:13]1.[CH3:31][C:32](=[CH:33][CH2:34][Br:35])[CH3:36].[CH3:38][C:39](=[O:40])[CH3:41].[K+:30].[OH-:29].[OH2:37]>>[C:1]([CH3:2])([CH3:3])([CH3:4])[O:5][C:6](=[O:7])[N:8]1[CH2:9][CH2:10][CH:11]([O:14][c:15]2[cH:16][cH:17][c:18]([N:21]([C:22](=[O:23])[O:24][C:25]([CH3:26])([CH3:27])[CH3:28])[CH2:34][CH:33]=[C:32]([CH3:31])[CH3:36])[cH:19][cH:20]2)[CH2:12][CH2:13]1. Starting materials: [S-]CCC (thiopropoxide), C(C)N(CCCNC(CN1N=CC(=C1C1=CC=CC=C1)C1=CC=C(C=C1)OC)=O)CC (N-[3-(diethylamino)propyl]-4-(4-methoxyphenyl)-5-phenyl-1H-pyrazole-1-acetamide), [Na] (sodium), C(CC)S (propanethiol), Cl (HCl). Run in CN(C)C=O (DMF), CN(C)C=O (DMF), C(Cl)Cl (methylene dichloride). Yields the product C(C)N(CCCNC(CN1N=CC(=C1C1=CC=CC=C1)C1=CC=C(C=C1)O)=O)CC (N-[3-(Diethylamino)propyl]-4-(4-hydroxyphenyl)-5-phenyl-1H-pyrazole-1-acetamide). Yield: 99.0%. As a reaction SMILES: [CH2:1]([N:3]([CH2:30][CH3:31])[CH2:4][CH2:5][CH2:6][NH:7][C:8](=[O:29])[CH2:9][N:10]1[C:14]([C:15]2[CH:20]=[CH:19][CH:18]=[CH:17][CH:16]=2)=[C:13]([C:21]2[CH:26]=[CH:25][C:24]([O:27]C)=[CH:23][CH:22]=2)[CH:12]=[N:11]1)[CH3:2].[Na].C(S)CC.[S-]CCC.Cl>CN(C=O)C.C(Cl)Cl>[CH2:30]([N:3]([CH2:1][CH3:2])[CH2:4][CH2:5][CH2:6][NH:7][C:8](=[O:29])[CH2:9][N:10]1[C:14]([C:15]2[CH:20]=[CH:19][CH:18]=[CH:17][CH:16]=2)=[C:13]([C:21]2[CH:26]=[CH:25][C:24]([OH:27])=[CH:23][CH:22]=2)[CH:12]=[N:11]1)[CH3:31] |^1:31|. Reported procedure: A solution of 14 g (00.33 mol) of N-[3-(diethylamino)propyl]-4-(4-methoxyphenyl)-5-phenyl-1H-pyrazole-1-acetamide of example 34 and 0.16 mol of the sodium salt of 1 propanethiol in 375 mL of DMF was heated at 155°-160° C. for 2 hours. The reaction was chilled and the excess thiopropoxide was neutralized with ethanolic HCl. The DMF solution was stripped under vacuum at 30°, dissolved in methylene dichloride, and washed with aqueous sodium carbonate, then water, and finally brine. The methylene ch... The reactants are BrC1=NN=C(S1)C=1C=C2C=CN=CC2=CC1 (6-(5-Bromo-[1,3,4]thiadiazol-2-yl)-isoquinoline), OC[C@H](CC1=CNC2=CC=CC=C12)N1C(C2=CC=CC=C2C1=O)=O ((S)-2-(1-Hydroxy-3-(1H-indol-3-yl)propan-2-yl)isoindoline-1,3-dione), [H-].[Na+] (sodium hydride), oil. The solvent is CN1C(CCC1)=O (N-methylpyrrolidinone), CN1C(CCC1)=O (N-methylpyrrolidinone). Product: N1C=C(C2=CC=CC=C12)C[C@@H](COC=1SC(=NN1)C=1C=C2C=CN=CC2=CC1)N1C(C2=CC=CC=C2C1=O)=O (2-((S)-3-(1H-indol-3-yl)-1-(5-(isoquinolin-6-yl)-1,3,4-thiadiazol-2-yloxy)propan-2-yl)isoindoline-1,3-dione). RXN SMILES: [OH:1][CH2:2][C@@H:3]([N:14]1[C:22](=[O:23])[C:21]2[C:16](=[CH:17][CH:18]=[CH:19][CH:20]=2)[C:15]1=[O:24])[CH2:4][C:5]1[C:13]2[C:8](=[CH:9][CH:10]=[CH:11][CH:12]=2)[NH:7][CH:6]=1.[H-].[Na+].Br[C:28]1[S:32][C:31]([C:33]2[CH:34]=[C:35]3[C:40](=[CH:41][CH:42]=2)[CH:39]=[N:38][CH:37]=[CH:36]3)=[N:30][N:29]=1>CN1CCCC1=O>[NH:7]1[C:8]2[C:13](=[CH:12][CH:11]=[CH:10][CH:9]=2)[C:5]([CH2:4][C@H:3]([N:14]2[C:15](=[O:24])[C:16]3[C:21](=[CH:20][CH:19]=[CH:18][CH:17]=3)[C:22]2=[O:23])[CH2:2][O:1][C:28]2[S:32][C:31]([C:33]3[CH:34]=[C:35]4[C:40](=[CH:41][CH:42]=3)[CH:39]=[N:38][CH:37]=[CH:36]4)=[N:30][N:29]=2)=[CH:6]1 |f:1.2|. Reported procedure: (S)-2-(1-Hydroxy-3-(1H-indol-3-yl)propan-2-yl)isoindoline-1,3-dione (150 mg, 0.47 mmol) and 60% sodium hydride in mineral oil (37.6 mg, 0.94 mmol) was mixed in 2 ml N-methylpyrrolidinone. After stirring for ten minutes, compound 1b suspended in 2 ml N-methylpyrrolidinone was added and the reaction mixture was stirred at 20° C. for an hour. The reaction mixture was partitioned between ethylacetate and saturated aqueous ammonium chloride. The ethylacetate phase was washed with more saturated aqueo... Reactants: C(CC)C1=CC=C(C=C1)O (4-n-propylphenol), FC(C1=CC=C(C=C1)O)(F)F (4-trifluoromethylphenol), BrCC(=O)C1=CC=CC=C1 (α-bromoacetophenone), polyphosphoric acid. The product is C1(=CC=CC=C1)C1=COC2=C1C=C(C=C2)CCC (3-phenyl-5-n-propylbenzofuran), C1(=CC=CC=C1)C1=COC2=C1C=C(C=C2)C(F)(F)F (3-phenyl-5-trifluoromethylbenzofuran). RXN SMILES: [CH2:1]([C:4]1[CH:9]=[CH:8][C:7]([OH:10])=[CH:6][CH:5]=1)[CH2:2][CH3:3].[F:11][C:12]([F:21])([F:20])[C:13]1[CH:18]=[CH:17][C:16]([OH:19])=[CH:15][CH:14]=1.Br[CH2:23][C:24]([C:26]1[CH:31]=[CH:30][CH:29]=[CH:28][CH:27]=1)=O>>[C:26]1([C:24]2[C:6]3[CH:5]=[C:4]([CH2:1][CH2:2][CH3:3])[CH:9]=[CH:8][C:7]=3[O:10][CH:23]=2)[CH:31]=[CH:30][CH:29]=[CH:28][CH:27]=1.[C:4]1([C:1]2[C:17]3[CH:18]=[C:13]([C:12]([F:20])([F:21])[F:11])[CH:14]=[CH:15][C:16]=3[O:19][CH:2]=2)[CH:9]=[CH:8][CH:7]=[CH:6][CH:5]=1. Procedure: When 4-n-propylphenol or 4-trifluoromethylphenol is reacted with α-bromoacetophenone according to the procedure described in Example 14 and the resulting product is cyclized by heating with polyphosphoric acid at 80° as described therein, 3-phenyl-5-n-propylbenzofuran and 3-phenyl-5-trifluoromethylbenzofuran are obtained.